This data is from the Open Reaction Database (ORD), a public repository of structured organic reaction records. The task is: describe an organic reaction: reactants, conditions, products, and yield Yields the product starch, OC1[C@H](O)[C@@H](O)[C@H](O[C@H]2[C@H](O)[C@@H](O)[C@@H](O)[C@H](O2)CO)[C@H](O1)CO (lactose). Procedure details: The equivalents of 10.0 wt % vitamin E, 6.6 wt % maltose, and 1.6 wt % calcium phosphate were mixed using a mixer to produce a preliminary mixture powder. This powder was thoroughly mixed with 20.9 wt % Panax notoginseng extract powder obtained in a manner similar to that of Example 2, 10 wt % starch, and 45 wt % lactose-powder cellulose, followed by sieve analysis. The mixture was placed into a mixer, and 5 wt % sucrose fatty ester, 0.9 wt % calcium phosphate, and 5 wt % lactose-powder cellulos... Starting materials: vitamin E, C([C@@H]1[C@H]([C@@H]([C@H]([C@H](O1)O[C@@H]2[C@H](O[C@H]([C@@H]([C@H]2O)O)O)CO)O)O)O)O (maltose), P(=O)([O-])([O-])[O-].[Ca+2].P(=O)([O-])([O-])[O-].[Ca+2].[Ca+2] (calcium phosphate). Reaction SMILES: [CH2:1]([OH:23])[C@H:2]1[O:7][C@H:6]([O:8][C@H:9]2[C@H:14]([OH:15])[C@@H:13]([OH:16])[C@H:12]([OH:17])[O:11][C@@H:10]2[CH2:18][OH:19])[C@H:5]([OH:20])[C@@H:4]([OH:21])[C@@H:3]1[OH:22].P([O-])([O-])([O-])=O.[Ca+2].P([O-])([O-])([O-])=O.[Ca+2].[Ca+2]>>[OH:17][CH:12]1[O:11][C@H:10]([CH2:18][OH:19])[C@@H:9]([O:8][C@@H:6]2[O:7][C@H:2]([CH2:1][OH:23])[C@H:3]([OH:22])[C@H:4]([OH:21])[C@H:5]2[OH:20])[C@H:14]([OH:15])[C@H:13]1[OH:16] |f:1.2.3.4.5|. Reactants: FC1=C(C(=O)N)C(=CN=C1)NC1=C(C=C(C=C1)I)F (3-fluoro-5-[(2-fluoro-4-iodophenyl)amino]isonicotinamide), OC=1C=C(C=CC1)NC(OC(C)(C)C)=O (tert-butyl (3-hydroxyphenyl)carbamate), C([O-])([O-])=O.[Cs+].[Cs+] (cesium carbonate). The solvent is CN(C)C=O (DMF). Run at time 18 hour. Product: C(N)(=O)C1=C(C=NC=C1NC1=C(C=C(C=C1)I)F)OC=1C=C(C=CC1)NC(OC(C)(C)C)=O (tert-butyl [3-({4-carbamoyl-5-[(2-fluoro-4-iodophenyl)amino]pyridin-3-yl}oxy)phenyl]carbamate). As a reaction SMILES: F[C:2]1[CH:10]=[N:9][CH:8]=[C:7]([NH:11][C:12]2[CH:17]=[CH:16][C:15]([I:18])=[CH:14][C:13]=2[F:19])[C:3]=1[C:4]([NH2:6])=[O:5].[OH:20][C:21]1[CH:22]=[C:23]([NH:27][C:28](=[O:34])[O:29][C:30]([CH3:33])([CH3:32])[CH3:31])[CH:24]=[CH:25][CH:26]=1.C(=O)([O-])[O-].[Cs+].[Cs+]>CN(C=O)C>[C:4]([C:3]1[C:7]([NH:11][C:12]2[CH:17]=[CH:16][C:15]([I:18])=[CH:14][C:13]=2[F:19])=[CH:8][N:9]=[CH:10][C:2]=1[O:20][C:21]1[CH:22]=[C:23]([NH:27][C:28](=[O:34])[O:29][C:30]([CH3:32])([CH3:31])[CH3:33])[CH:24]=[CH:25][CH:26]=1)(=[O:5])[NH2:6] |f:2.3.4|. Procedure details: 31 mg of 3-fluoro-5-[(2-fluoro-4-iodophenyl)amino]isonicotinamide (0.083 mmol, 1. eq.) and 17 mg of tert-butyl (3-hydroxyphenyl)carbamate (0.083 mmol, 1 eq.) were dissolved in 1 ml of DMF, then 81 mg of cesium carbonate (0.248 mmol, 3 eq.) were added. The resulting mixture was stirred at room temperature for 18 hours. Since the reaction was not complete, the mixture was stirred for another 3 days at 50° C. bath temperature. The mixture was then partitioned between aq. NH4Cl solution (10 ml) and ...